This data is from the Open Reaction Database (ORD), a public repository of structured organic reaction records. The task is: describe an organic reaction: reactants, conditions, products, and yield Reactants: N=1N(N=CC1)C=1C(=NC2=CC=CC=C2C1)C(=O)OCC (ethyl 3-(2H-1,2,3-triazol-2-yl)quinoline-2-carboxylate), [OH-].[Na+] (NaOH), Cl (HCl). The solvent is CO (MeOH). Conditions: temperature 50 celsius, time 1 hour. Product: N=1N(N=CC1)C=1C(=NC2=CC=CC=C2C1)C(=O)O (3-(2H-1,2,3-triazol-2-yl)quinoline-2-carboxylic acid). Reaction SMILES: [N:1]1[N:2]([C:6]2[C:7]([C:16]([O:18]CC)=[O:17])=[N:8][C:9]3[C:14]([CH:15]=2)=[CH:13][CH:12]=[CH:11][CH:10]=3)[N:3]=[CH:4][CH:5]=1.[OH-].[Na+].Cl>CO>[N:1]1[N:2]([C:6]2[C:7]([C:16]([OH:18])=[O:17])=[N:8][C:9]3[C:14]([CH:15]=2)=[CH:13][CH:12]=[CH:11][CH:10]=3)[N:3]=[CH:4][CH:5]=1 |f:1.2|. Reported procedure: To the title compound of Step A (134 mg, 0.5 mmol) in MeOH (1 mL) was added aqueous 2M NaOH (1 mL). After 1 h at rt, the reaction was heated to 50° C. for 1 h, cooled to rt, acidified with 1N HCl, concentrated and used in subsequent steps without further purification. MS (ESI) mass calcd. for C12H8N4O2, 240.2; m/z found 241.0 [M+H]+. Starting materials: [Li]CCCC, CCCCCC, CCC(=Cc1ccc(OCCCl)cc1)c1ccccc1, Ic1cccc(I)c1, C1CCOC1, O. Product: CCC(=C(c1ccc(OCCCl)cc1)c1cccc(I)c1)c1ccccc1. RXN SMILES: [CH2:9]([Li:10])[CH2:11][CH2:12][CH3:13].[CH3:14][CH2:15][CH2:16][CH2:17][CH2:18][CH3:19].[Cl:20][CH2:21][CH2:22][O:23][c:24]1[cH:25][cH:26][c:27]([CH:30]=[C:31]([CH2:32][CH3:33])[c:34]2[cH:35][cH:36][cH:37][cH:38][cH:39]2)[cH:28][cH:29]1.[I:1][c:2]1[cH:3][c:4]([I:8])[cH:5][cH:6][cH:7]1.[O:40]1[CH2:41][CH2:42][CH2:43][CH2:44]1.[OH2:45]>>[c:2]1([C:30]([c:27]2[cH:26][cH:25][c:24]([O:23][CH2:22][CH2:21][Cl:20])[cH:29][cH:28]2)=[C:31]([CH2:32][CH3:33])[c:34]2[cH:35][cH:36][cH:37][cH:38][cH:39]2)[cH:3][c:4]([I:8])[cH:5][cH:6][cH:7]1. The reactants are O=C(O)CONC(=O)NCc1ccc(Cl)cc1, CCOC(OCC)C(C)N(Cc1cccc2ccccc12)C(=O)C(N)Cc1ccc(OC(C)(C)C)cc1. The product is CCOC(OCC)C(C)N(Cc1cccc2ccccc12)C(=O)C(Cc1ccc(OC(C)(C)C)cc1)NC(=O)CONC(=O)NCc1ccc(Cl)cc1. Reaction SMILES: [Cl:1][c:2]1[cH:3][cH:4][c:5]([CH2:6][NH:7][C:8]([NH:9][O:10][CH2:11][C:12](=[O:13])[OH:14])=[O:15])[cH:16][cH:17]1.[NH2:18][CH:19]([C:20](=[O:21])[N:22]([CH2:23][c:24]1[cH:25][cH:26][cH:27][c:28]2[cH:29][cH:30][cH:31][cH:32][c:33]12)[CH:34]([CH:35]([O:36][CH2:37][CH3:38])[O:39][CH2:40][CH3:41])[CH3:42])[CH2:43][c:44]1[cH:45][cH:46][c:47]([O:50][C:51]([CH3:52])([CH3:53])[CH3:54])[cH:48][cH:49]1>>[Cl:1][c:2]1[cH:3][cH:4][c:5]([CH2:6][NH:7][C:8]([NH:9][O:10][CH2:11][C:12](=[O:14])[NH:18][CH:19]([C:20](=[O:21])[N:22]([CH2:23][c:24]2[cH:25][cH:26][cH:27][c:28]3[cH:29][cH:30][cH:31][cH:32][c:33]23)[CH:34]([CH:35]([O:36][CH2:37][CH3:38])[O:39][CH2:40][CH3:41])[CH3:42])[CH2:43][c:44]2[cH:45][cH:46][c:47]([O:50][C:51]([CH3:52])([CH3:53])[CH3:54])[cH:48][cH:49]2)=[O:15])[cH:16][cH:17]1. Reactants: C(C)(C)(C)OC(=O)[C@H]1NCCC1 ((S)-pyrrolidine-2-carboxylic acid tert-butyl ester), BrCCCO (3-bromo-propan-1-ol), C(=O)([O-])[O-].[K+].[K+] (K2CO3). Run in CC#N (CH3CN). Run at temperature 85 celsius. Yields the product C(C)(C)(C)OC(=O)[C@H]1N(CCC1)CCCO ((S)-1-(3-hydroxy-propyl)-pyrrolidine-2-carboxylic acid tert-butyl ester). Isolated yield 94.9%. As a reaction SMILES: [C:1]([O:5][C:6]([C@@H:8]1[CH2:12][CH2:11][CH2:10][NH:9]1)=[O:7])([CH3:4])([CH3:3])[CH3:2].Br[CH2:14][CH2:15][CH2:16][OH:17].C([O-])([O-])=O.[K+].[K+]>CC#N>[C:1]([O:5][C:6]([C@@H:8]1[CH2:12][CH2:11][CH2:10][N:9]1[CH2:14][CH2:15][CH2:16][OH:17])=[O:7])([CH3:4])([CH3:2])[CH3:3] |f:2.3.4|. Procedure: To a solution of (S)-pyrrolidine-2-carboxylic acid tert-butyl ester (350 mg, 2.04 mmol) in CH3CN (5 mL), 3-bromo-propan-1-ol (268 μL, 3.06 mmol) and K2CO3 (844 mg, 6.12 mmol) were added. The mixture was heated at 85° C. overnight, concentrated and purified by silica gel column chromatography (DCM/MeOH=95/5) to afford 444 mg (S)-1-(3-hydroxy-propyl)-pyrrolidine-2-carboxylic acid tert-butyl ester. MS: 230.2 (M+H)+, tR=0.99 min (method 1). Reactants: C(=O)([O-])[O-].[K+].[K+] (K2CO3), CC1(OB(OC1(C)C)C=1C=NNC1)C (4-(4,4,5,5-tetramethyl-1,3,2-dioxaborolan-2-yl)-1H-pyrazole), ClC1=NC=CC(=C1)OC=1C=CC(=NC1C)NC(=O)N1C(N(CC1)C1CCOCC1)=O (N-(5-((2-chloropyridin-4-yl)oxy)-6-methylpyridin-2-yl)-2-oxo-3-(tetrahydro-2H-pyran-4-yl)imidazolidine-1-carboxamide). The reagents and catalysts are C=1C=CC(=CC1)[P](C=2C=CC=CC2)(C=3C=CC=CC3)[Pd]([P](C=4C=CC=CC4)(C=5C=CC=CC5)C=6C=CC=CC6)([P](C=7C=CC=CC7)(C=8C=CC=CC8)C=9C=CC=CC9)[P](C=1C=CC=CC1)(C=1C=CC=CC1)C=1C=CC=CC1 (Pd(PPh3)4). The solvent is O (water), O1CCOCC1 (dioxane), O (water). Product: N1N=CC(=C1)C1=NC=CC(=C1)OC=1C=CC(=NC1C)NC(=O)N1C(N(CC1)C1CCOCC1)=O (N-(5-((2-(1H-pyrazol-4-yl)pyridin-4-yl)oxy)-6-methylpyridin-2-yl)-2-oxo-3-(tetrahydro-2H-pyran-4-yl)imidazolidine-1-carboxamide). Yield: 55.5%. RXN SMILES: Cl[C:2]1[CH:7]=[C:6]([O:8][C:9]2[CH:10]=[CH:11][C:12]([NH:16][C:17]([N:19]3[CH2:23][CH2:22][N:21]([CH:24]4[CH2:29][CH2:28][O:27][CH2:26][CH2:25]4)[C:20]3=[O:30])=[O:18])=[N:13][C:14]=2[CH3:15])[CH:5]=[CH:4][N:3]=1.CC1(C)C(C)(C)OB([C:39]2[CH:40]=[N:41][NH:42][CH:43]=2)O1.C([O-])([O-])=O.[K+].[K+]>O1CCOCC1.O.C1C=CC([P]([Pd]([P](C2C=CC=CC=2)(C2C=CC=CC=2)C2C=CC=CC=2)([P](C2C=CC=CC=2)(C2C=CC=CC=2)C2C=CC=CC=2)[P](C2C=CC=CC=2)(C2C=CC=CC=2)C2C=CC=CC=2)(C2C=CC=CC=2)C2C=CC=CC=2)=CC=1>[NH:41]1[CH:40]=[C:39]([C:2]2[CH:7]=[C:6]([O:8][C:9]3[CH:10]=[CH:11][C:12]([NH:16][C:17]([N:19]4[CH2:23][CH2:22][N:21]([CH:24]5[CH2:29][CH2:28][O:27][CH2:26][CH2:25]5)[C:20]4=[O:30])=[O:18])=[N:13][C:14]=3[CH3:15])[CH:5]=[CH:4][N:3]=2)[CH:43]=[N:42]1 |f:2.3.4,^1:61,63,82,101|. Procedure details: A solution of Example C3 (0.12 g, 0.28 mmol) in dioxane (4 mL) was sparged with Ar, treated with 4-(4,4,5,5-tetramethyl-1,3,2-dioxaborolan-2-yl)-1H-pyrazole (0.08 g, 0.42 mmol), a solution of K2CO3 (0.077 g, 0.55 mmol) in water (1 mL) and Pd(PPh3)4 (0.032 g, 0.03 mmol) and heated at 90° C. overnight. The mixture was cooled to RT, diluted with water, extracted with EtOAc (2×) and the combined organics were washed with brine, dried over Na2SO4, concentrated to dryness and purified via silica gel c... Reactants: BrC1=CC=C(CN)C=C1 (4-bromobenzylamine), ClC(C(=O)NC=1C=CC=C2C=CN=CC12)(Cl)Cl (2,2,2-trichloro-N-isoquinolin-8-ylacetamide), C1CCC2=NCCCN2CC1 (DBU). The solvent is CO (MeOH). Product: BrC1=CC=C(CNC(=O)NC=2C=CC=C3C=CN=CC23)C=C1 (N-(4-bromobenzyl)-N′-isoquinolin-8-ylurea). Reaction SMILES: [Br:1][C:2]1[CH:9]=[CH:8][C:5]([CH2:6][NH2:7])=[CH:4][CH:3]=1.ClC(Cl)(Cl)[C:12]([NH:14][C:15]1[CH:16]=[CH:17][CH:18]=[C:19]2[C:24]=1[CH:23]=[N:22][CH:21]=[CH:20]2)=[O:13].C1CCN2C(=NCCC2)CC1>CO>[Br:1][C:2]1[CH:9]=[CH:8][C:5]([CH2:6][NH:7][C:12]([NH:14][C:15]2[CH:16]=[CH:17][CH:18]=[C:19]3[C:24]=2[CH:23]=[N:22][CH:21]=[CH:20]3)=[O:13])=[CH:4][CH:3]=1. Reported procedure: The title compound was prepared using 4-bromobenzylamine, the product from Example 57D, DBU and the procedure described in Example 1B. MS (ESI+) m/z 356 (M+H)+; 1H NMR (DMSO-d6) δ 9.52 (s, 1H), 9.15 (s, 1H), 8.49 (d, 1H), 8.11 (d, 1H), 7.77 (d, 1H), 7.67 (t, 1H), 7.55 (m, 3H), 7.32 (d, 2H), 7.25 (t, 1H), 4.34 (d, 2H); Anal. Calcd for C17H14BrN3O.0.25H2O.0.16 MeOH: C, 56.34; H, 4.17; N, 11.49. Found C, 56.32, H, 4.45, N, 11.70.